Dataset: the Open Reaction Database (ORD), a public repository of structured organic reaction records. Task: describe an organic reaction: reactants, conditions, products, and yield Reactants: BrC=1C(=C(C(=C(C(=O)O)C1)O)F)OC (5-bromo-3-fluoro-2-hydroxy-4-methoxybenzoic acid), S(=O)(Cl)Cl (thionyl chloride), CO (methanol), O (water). Conditions: temperature 70 celsius, time 15 hour. Yields the product BrC=1C(=C(C(=C(C(=O)OC)C1)O)F)OC (methyl 5-bromo-3-fluoro-2-hydroxy-4-methoxybenzoate). Reaction SMILES: [Br:1][C:2]1[C:3]([O:13][CH3:14])=[C:4]([F:12])[C:5]([OH:11])=[C:6]([CH:10]=1)[C:7]([OH:9])=[O:8].S(Cl)(Cl)=O.O.[CH3:20]O>>[Br:1][C:2]1[C:3]([O:13][CH3:14])=[C:4]([F:12])[C:5]([OH:11])=[C:6]([CH:10]=1)[C:7]([O:9][CH3:20])=[O:8]. Procedure: To a solution of 5-bromo-3-fluoro-2-hydroxy-4-methoxybenzoic acid (0.70 g) in methanol (15.0 mL) was added dropwise thionyl chloride (0.39 mL) under ice-cooling. The reaction solution was stirred at 70° C. for 15 hr under argon atmosphere, and then overnight at room temperature. To the reaction mixture was added water, and the mixture was extracted with ethyl acetate. The organic layer was washed with water and saturated brine, and dried over anhydrous magnesium sulfate, and the solvent was evap... Starting materials: S(=O)(=O)(OCCCCCCCCCCCC)[O-].[Na+] (sodium dodecyl sulfate), PLURONIC® F68, TWEEN® 80, C([C@@H](O)[C@@H](O)[C@H](O)[C@H](O)CO)O (mannitol). Product: COC=C.C1=CC(=O)OC1=O (GANTREZ). As a reaction SMILES: S([O-])([O:4][CH2:5][CH2:6]CCCCCCCCCC)(=O)=[O:2].[Na+].[CH2:19](O)[C@H]([C@H:22]([C@@H:24]([C@@H:26]([CH2:28][OH:29])O)O)[OH:23])O>>[CH3:19][O:4][CH:5]=[CH2:6].[CH:24]1[C:22](=[O:23])[O:29][C:28](=[O:2])[CH:26]=1 |f:0.1,3.4|. Procedure details: For this purpose, 50 mL of GANTREZ® ES 425 ethanolic solution (50 mg/mL) were mixed with 100 mL of distilled water to form GANTREZ® ES nanoparticles. Different surfactants were added to the nanoparticles hydroalcoholic suspension such as sodium dodecyl sulfate (SDS) (100 mg), PLURONIC® F68 [ethylene oxide/propylene oxide block copolymer] (100 mg) or TWEEN® 80 [polyoxyethylene (20) sorbitan monooleate] (7.5 mg). Finally, 7.5 g of mannitol were added as excipient. To obtain a dry powder of the GAN... The reactants are Br, COC(=O)N1CCC(c2cc(=O)[nH]o2)CC1C(F)F. Product: O=c1cc(C2CCNC(C(F)F)C2)o[nH]1. Reaction SMILES: [BrH:20].[F:1][CH:2]([CH:3]1[N:4]([C:15]([O:16][CH3:17])=[O:18])[CH2:5][CH2:6][CH:7]([c:9]2[cH:10][c:11](=[O:14])[nH:12][o:13]2)[CH2:8]1)[F:19]>>[F:1][CH:2]([CH:3]1[NH:4][CH2:5][CH2:6][CH:7]([c:9]2[cH:10][c:11](=[O:14])[nH:12][o:13]2)[CH2:8]1)[F:19]. Yields the product Cn1nc2ccccc2c1C(=O)NCC1CC2CC2N1C(=O)c1nc(N)sc1-c1cccc(F)c1. As a reaction SMILES: [CH3:24][n:25]1[n:26][c:27]2[cH:28][cH:29][cH:30][cH:31][c:32]2[c:33]1[C:34](=[O:35])[OH:36].[NH2:1][c:2]1[s:3][c:4](-[c:17]2[cH:18][c:19]([F:23])[cH:20][cH:21][cH:22]2)[c:5]([C:7](=[O:8])[N:9]2[CH:10]3[CH2:11][CH:12]3[CH2:13][CH:14]2[CH2:15][NH2:16])[n:6]1>>[NH2:1][c:2]1[s:3][c:4](-[c:17]2[cH:18][c:19]([F:23])[cH:20][cH:21][cH:22]2)[c:5]([C:7](=[O:8])[N:9]2[CH:10]3[CH2:11][CH:12]3[CH2:13][CH:14]2[CH2:15][NH:16][C:34]([c:33]2[n:25]([CH3:24])[n:26][c:27]3[cH:28][cH:29][cH:30][cH:31][c:32]32)=[O:35])[n:6]1. Starting materials: Cn1nc2ccccc2c1C(=O)O, NCC1CC2CC2N1C(=O)c1nc(N)sc1-c1cccc(F)c1. The reactants are [BH4-], COc1ccc(-c2cc(C(=O)C(F)(F)F)[nH]c2-c2ccc(OC)cc2)cc1, CCO, Cl, [Na+], O. Product: COc1ccc(-c2cc(C(O)C(F)(F)F)[nH]c2-c2ccc(OC)cc2)cc1. Reaction SMILES: [BH4-:31].[CH3:1][O:2][c:3]1[cH:4][cH:5][c:6](-[c:9]2[cH:10][c:11]([C:22]([C:23]([F:24])([F:25])[F:26])=[O:27])[nH:12][c:13]2-[c:14]2[cH:15][cH:16][c:17]([O:20][CH3:21])[cH:18][cH:19]2)[cH:7][cH:8]1.[CH3:28][CH2:29][OH:30].[ClH:33].[Na+:32].[OH2:34]>>[CH3:1][O:2][c:3]1[cH:4][cH:5][c:6](-[c:9]2[cH:10][c:11]([CH:22]([C:23]([F:24])([F:25])[F:26])[OH:27])[nH:12][c:13]2-[c:14]2[cH:15][cH:16][c:17]([O:20][CH3:21])[cH:18][cH:19]2)[cH:7][cH:8]1. Starting materials: O=C(O)C(=O)c1ccccc1, ClCCl, CN(C)C1CCNCC1, CCN=C=NCCCN(C)C, CCN(C(C)C)C(C)C, Cl, On1nnc2ccccc21. Product: CN(C)C1CCN(C(=O)C(=O)c2ccccc2)CC1. As a reaction SMILES: [C:1]([c:2]1[cH:3][cH:4][cH:5][cH:6][cH:7]1)(=[O:8])[C:9](=[O:10])[OH:11].[CH2:52]([Cl:53])[Cl:54].[CH3:12][N:13]([CH:14]1[CH2:15][CH2:16][NH:17][CH2:18][CH2:19]1)[CH3:20].[CH3:41][N:42]([CH3:43])[CH2:44][CH2:45][CH2:46][N:47]=[C:48]=[N:49][CH2:50][CH3:51].[CH:21]([N:22]([CH2:23][CH3:24])[CH:25]([CH3:26])[CH3:27])([CH3:28])[CH3:29].[ClH:40].[OH:30][n:31]1[c:32]2[cH:33][cH:34][cH:35][cH:36][c:37]2[n:38][n:39]1>>[C:1]([c:2]1[cH:3][cH:4][cH:5][cH:6][cH:7]1)(=[O:8])[C:9](=[O:11])[N:17]1[CH2:16][CH2:15][CH:14]([N:13]([CH3:12])[CH3:20])[CH2:19][CH2:18]1. The reactants are CO[Na] (MeONa), CN1CCCC1=O (NMP), C1(=CC=CC=C1)C=1N=CNC1 (4-phenyl-1H-imidazole), C1=CC=CC=C1 (benzene). Run in CO (MeOH). Run at temperature 170 celsius. Yields the product CC(CC1=CC=CC=C1)(C)N1C=NC(=C1)C1=CC=CC=C1 (1-(1,1-dimethyl-2-phenylethyl)-4-phenyl-1H-imidazole). RXN SMILES: [CH3:1]O[Na].CN1[C:9](=O)[CH2:8][CH2:7][CH2:6]1.[C:11]1([C:17]2[N:18]=[CH:19][NH:20][CH:21]=2)[CH:16]=[CH:15][CH:14]=[CH:13][CH:12]=1.[CH:22]1[CH:27]=[CH:26]C=[CH:24][CH:23]=1>CO>[CH3:6][C:7]([N:20]1[CH:21]=[C:17]([C:11]2[CH:12]=[CH:13][CH:14]=[CH:15][CH:16]=2)[N:18]=[CH:19]1)([CH3:1])[CH2:8][C:9]1[CH:26]=[CH:27][CH:22]=[CH:23][CH:24]=1. Reported procedure: To a freshly prepared MeONa solution in MeOH (10 mL MeOH and 0.23 g Na metal) are added NMP (10 mL), 4-phenyl-1H-imidazole (1.44 g, 10 mmoles) and 2-chloro-2-methylpropyl)-benzene (1.69 g, 10 mmoles). The reaction mixture is heated at 170° C. (MeOH distilled and evacuated) for 24 hours. NMP is removed under reduced pressure. AcOEt is added and the organic phase is washed with water, dried over magnesium sulphate, filtered and the solvent is removed under reduced pressure. The residue is pre-puri... Reactants: c1ccc(CNc2ccccc2)cc1, [Li]CCCC, C1CCCCC1, CCCCCC, CCOCC, CN(C)CCN(C)C, O=P(Cl)(Cl)c1ccc(Cl)cc1. The product is O=P1(c2ccc(Cl)cc2)c2ccccc2CN1c1ccccc1. As a reaction SMILES: [CH2:14]([c:15]1[cH:16][cH:17][cH:18][cH:19][cH:20]1)[NH:21][c:22]1[cH:23][cH:24][cH:25][cH:26][cH:27]1.[CH2:1]([Li:2])[CH2:3][CH2:4][CH3:5].[CH2:50]1[CH2:51][CH2:52][CH2:53][CH2:54][CH2:55]1.[CH3:39][CH2:40][CH2:41][CH2:42][CH2:43][CH3:44].[CH3:45][CH2:46][O:47][CH2:48][CH3:49].[CH3:6][N:7]([CH3:8])[CH2:9][CH2:10][N:11]([CH3:12])[CH3:13].[Cl:28][c:29]1[cH:30][cH:31][c:32]([P:35](=[O:36])([Cl:37])[Cl:38])[cH:33][cH:34]1>>[CH2:14]1[c:15]2[c:16]([cH:17][cH:18][cH:19][cH:20]2)[P:35]([c:32]2[cH:31][cH:30][c:29]([Cl:28])[cH:34][cH:33]2)(=[O:36])[N:21]1[c:22]1[cH:23][cH:24][cH:25][cH:26][cH:27]1. Starting materials: OC1=C(C=C(C(=C1)C)O)CC(=O)O (2,5-dihydroxy-4-methylphenylacetic acid), sulfonic acid, CO (methanol). The product is OC1=C(C=C(C(=C1)C)O)CC(=O)OC (methyl 2,5-dihydroxy-4-methylphenylacetate). As a reaction SMILES: [OH:1][C:2]1[CH:7]=[C:6]([CH3:8])[C:5]([OH:9])=[CH:4][C:3]=1[CH2:10][C:11]([OH:13])=[O:12].[CH3:14]O>>[OH:1][C:2]1[CH:7]=[C:6]([CH3:8])[C:5]([OH:9])=[CH:4][C:3]=1[CH2:10][C:11]([O:13][CH3:14])=[O:12]. Procedure details: A mixture of 145.6 g of 2,5-dihydroxy-4-methylphenylacetic acid and 45 g of dry sulfonic acid resin (IRN-77R) is heated under reflux in 4.38 liters of absolute methanol. The mixture is filtered and the filtrate evaporated. The white solid is recrystallized from a mixture of ethyl acetate and heptane (50:50), yielding white crystals with the following characteristics: Starting materials: NC=1C=C(C(=O)OC)C(=CN1)Br (methyl 2-amino-5-bromoisonicotinate), BrCC(=O)C1=CC=CC=C1 (2-bromo-1-phenylethanone). The solvent is C(C)O (ethanol). Conditions: time 8 hour. Yields the product BrC=1C(=CC=2N(C1)C=C(N2)C2=CC=CC=C2)C(=O)OC (Methyl 6-bromo-2-phenylimidazo[1,2-a]pyridine-7-carboxylate). The yield is 55.9%. Reaction SMILES: [NH2:1][C:2]1[CH:3]=[C:4]([C:9]([Br:12])=[CH:10][N:11]=1)[C:5]([O:7][CH3:8])=[O:6].Br[CH2:14][C:15]([C:17]1[CH:22]=[CH:21][CH:20]=[CH:19][CH:18]=1)=O>C(O)C>[Br:12][C:9]1[C:4]([C:5]([O:7][CH3:8])=[O:6])=[CH:3][C:2]2[N:11]([CH:14]=[C:15]([C:17]3[CH:22]=[CH:21][CH:20]=[CH:19][CH:18]=3)[N:1]=2)[CH:10]=1. Procedure: A 40 mL pressure rated scintillation vial was charged with methyl 2-amino-5-bromoisonicotinate (500 mg, 2.16 mmol) and 2-bromo-1-phenylethanone (474 mg, 2.38 mmol). The mixture was partially dissolved in ethanol (10.8 mL) and the reaction vessel was placed in a reaction block preheated to 100° C. The reaction mixture was let stir overnight. After heating for 18 hours, LCMS showed complete conversion of the starting material to a major peak with the desired mass (m/z=332 [M+H]+). The mixture was ...